Dataset: the Open Reaction Database (ORD), a public repository of structured organic reaction records. Task: describe an organic reaction: reactants, conditions, products, and yield Reported procedure: In a similar manner to Step 2 of Example 6, 4-methanesulfonyloxy-5-methoxy-7-[1-(tert-butoxycarbonyl)-5-formylindol-2-yl]isoindolinone (50 mg, 0.100 mmol) was dissolved in acetonitrile (2.9 mL), and the solution was treated with cyclopropylamine (0.069 mL, 1.0 mmol), acetic acid (0.115 mL, 2.00 mmol) and sodium triacetoxyborohydride (64 mg, 0.30 mmol) to obtain 4-methanesulfonyloxy-5-methoxy-7-[1-(tert-butoxycarbonyl)-5-(cyclopropylaminomethyl)indol-2-yl]isoindolinone (39.1 mg, yield 72%). Yields the product CS(=O)(=O)OC1=C2CNC(C2=C(C=C1OC)C=1N(C2=CC=C(C=C2C1)CNC1CC1)C(=O)OC(C)(C)C)=O (4-methanesulfonyloxy-5-methoxy-7-[1-(tert-butoxycarbonyl)-5-(cyclopropylaminomethyl)indol-2-yl]isoindolinone). Yield: 72.2%. Reaction SMILES: [CH3:1][S:2]([O:5][C:6]1[C:14]([O:15][CH3:16])=[CH:13][C:12]([C:17]2[N:18]([C:28]([O:30][C:31]([CH3:34])([CH3:33])[CH3:32])=[O:29])[C:19]3[C:24]([CH:25]=2)=[CH:23][C:22]([CH:26]=O)=[CH:21][CH:20]=3)=[C:11]2[C:7]=1[CH2:8][NH:9][C:10]2=[O:35])(=[O:4])=[O:3].[CH:36]1([NH2:39])[CH2:38][CH2:37]1.C(O)(=O)C.C(O[BH-](OC(=O)C)OC(=O)C)(=O)C.[Na+]>C(#N)C>[CH3:1][S:2]([O:5][C:6]1[C:14]([O:15][CH3:16])=[CH:13][C:12]([C:17]2[N:18]([C:28]([O:30][C:31]([CH3:32])([CH3:33])[CH3:34])=[O:29])[C:19]3[C:24]([CH:25]=2)=[CH:23][C:22]([CH2:26][NH:39][CH:36]2[CH2:38][CH2:37]2)=[CH:21][CH:20]=3)=[C:11]2[C:7]=1[CH2:8][NH:9][C:10]2=[O:35])(=[O:3])=[O:4] |f:3.4|. The reactants are C1(CC1)N (cyclopropylamine), C(C)(=O)O (acetic acid), C(C)(=O)O[BH-](OC(C)=O)OC(C)=O.[Na+] (sodium triacetoxyborohydride), CS(=O)(=O)OC1=C2CNC(C2=C(C=C1OC)C=1N(C2=CC=C(C=C2C1)C=O)C(=O)OC(C)(C)C)=O (4-methanesulfonyloxy-5-methoxy-7-[1-(tert-butoxycarbonyl)-5-formylindol-2-yl]isoindolinone). The solvent is C(C)#N (acetonitrile).